From a dataset of the Open Reaction Database (ORD), a public repository of structured organic reaction records. describe an organic reaction: reactants, conditions, products, and yield Reactants: O=C([O-])[O-], CO, CCOC(C)=O, CCCCCC, CC1(C)CCN(C2CC2)c2ccc(C#C[Si](C)(C)C)cc21, [K+], [K+]. Yields the product C#Cc1ccc2c(c1)C(C)(C)CCN2C1CC1. RXN SMILES: [C:24](=[O:25])([O-:26])[O-:27].[CH3:22][OH:23].[CH3:30][CH2:31][O:32][C:33](=[O:34])[CH3:35].[CH3:36][CH2:37][CH2:38][CH2:39][CH2:40][CH3:41].[CH:1]1([N:4]2[CH2:5][CH2:6][C:7]([CH3:20])([CH3:21])[c:8]3[cH:9][c:10]([C:14]#[C:15][Si:16]([CH3:17])([CH3:18])[CH3:19])[cH:11][cH:12][c:13]32)[CH2:2][CH2:3]1.[K+:28].[K+:29]>>[CH:1]1([N:4]2[CH2:5][CH2:6][C:7]([CH3:20])([CH3:21])[c:8]3[cH:9][c:10]([C:14]#[CH:15])[cH:11][cH:12][c:13]32)[CH2:2][CH2:3]1.